Dataset: the Open Reaction Database (ORD), a public repository of structured organic reaction records. Task: describe an organic reaction: reactants, conditions, products, and yield The reactants are [Na] (sodium), C1=CC=CC2=CC=CC=C12 (naphthalene), COCCOC (1,2-dimethoxyethane). Reaction conditions: time 2 hour. Product: [Na].C1=CC=CC2=CC=CC=C12.COCCOC (sodium naphthalene 1,2-dimethoxyethane). Reaction SMILES: [Na:1].[CH:2]1[C:11]2[C:6](=[CH:7][CH:8]=[CH:9][CH:10]=2)[CH:5]=[CH:4][CH:3]=1.[CH3:12][O:13][CH2:14][CH2:15][O:16][CH3:17]>>[Na:1].[CH:10]1[C:11]2[C:6](=[CH:5][CH:4]=[CH:3][CH:2]=2)[CH:7]=[CH:8][CH:9]=1.[CH3:12][O:13][CH2:14][CH2:15][O:16][CH3:17] |f:3.4.5,^1:0,17|. Procedure: 3 g of sodium (130 mmol) are added to a solution of 3.6 g of naphthalene (28 mmol) in 30 ml of 1,2-dimethoxyethane. The reaction mixture is stirred at ambient temperature for 2 hours to form the sodium/naphthalene/1,2-dimethoxyethane solution. 14.8 ml (64 mmol) of the resulting solution are added, at a temperature of −70° C., to a solution of 3 g (6.1 mmol) of the compound obtained in the Step above in 55 ml of 1,2-dimethoxyethane. The colour of the solution changes from white to blue. Stirring ... Starting materials: C1CCCC2=C1C1=C(OC3=C(NC1=O)C=CC=C3)S2 (1,2,3,4-tetrahydro-[1]benzothieno[2,3-b][1,5]benzoxazepin-12(11H)-one), C(\C=C\C(=O)O)(=O)O (fumaric acid), CN1CCNCC1 (1-methylpiperazine), P(=O)(Cl)(Cl)Cl (phosphorus oxychloride), CN(C1=CC=CC=C1)C (N,N-dimethylaniline). The product is C(\C=C\C(=O)O)(=O)O.CN1CCN(CC1)C=1C2=C(OC3=C(N1)C=CC=C3)SC3=C2CCCC3 (1,2,3,4-tetrahydro-12-(4-methylpiperazin-1-yl)-[1]benzothieno[2,3-b][1,5]benzoxazepine fumarate). Reaction SMILES: [CH2:1]1[C:6]2[C:7]3[C:13](=O)[NH:12][C:11]4[CH:15]=[CH:16][CH:17]=[CH:18][C:10]=4[O:9][C:8]=3[S:19][C:5]=2[CH2:4][CH2:3][CH2:2]1.P(Cl)(Cl)(Cl)=O.CN(C)C1C=CC=CC=1.[C:34]([OH:41])(=[O:40])/[CH:35]=[CH:36]/[C:37]([OH:39])=[O:38].[CH3:42][N:43]1[CH2:48][CH2:47][NH:46][CH2:45][CH2:44]1>>[C:34]([OH:41])(=[O:40])/[CH:35]=[CH:36]/[C:37]([OH:39])=[O:38].[CH3:42][N:43]1[CH2:48][CH2:47][N:46]([C:13]2[C:7]3[C:6]4[CH2:1][CH2:2][CH2:3][CH2:4][C:5]=4[S:19][C:8]=3[O:9][C:10]3[CH:18]=[CH:17][CH:16]=[CH:15][C:11]=3[N:12]=2)[CH2:45][CH2:44]1 |f:5.6|. Reported procedure: In the same manner as in Example 80 and using 1,2,3,4-tetrahydro-[1]benzothieno[2,3-b][1,5]benzoxazepin-12(11H)-one (0.6 g), phosphorus oxychloride (5 ml), N,N-dimethylaniline (0.14 ml), 1-methylpiperazine (10 ml) and fumaric acid (260 mg), 1,2,3,4-tetrahydro-12-(4-methylpiperazin-1-yl)-[1]benzothieno[2,3-b][1,5]benzoxazepine fumarate (575 mg) was obtained. Reactants: CCOC(=O)CCCN1CCC(N2CCNCC2)CC1, Cc1cc(CC(OC(=O)N2CCC(N3CCc4ccccc4NC3=O)CC2)C(=O)O)cc(C)c1O. The product is CCOC(=O)CCCN1CCC(N2CCN(C(=O)C(Cc3cc(C)c(O)c(C)c3)OC(=O)N3CCC(N4CCc5ccccc5NC4=O)CC3)CC2)CC1. Reaction SMILES: [N:36]1([CH:42]2[CH2:43][CH2:44][N:45]([CH2:48][CH2:49][CH2:50][C:51](=[O:52])[O:53][CH2:54][CH3:55])[CH2:46][CH2:47]2)[CH2:37][CH2:38][NH:39][CH2:40][CH2:41]1.[O:1]=[C:2]1[NH:3][c:4]2[c:5]([cH:32][cH:33][cH:34][cH:35]2)[CH2:6][CH2:7][N:8]1[CH:9]1[CH2:10][CH2:11][N:12]([C:15](=[O:16])[O:17][CH:18]([CH2:19][c:20]2[cH:21][c:22]([CH3:28])[c:23]([OH:27])[c:24]([CH3:26])[cH:25]2)[C:29](=[O:30])[OH:31])[CH2:13][CH2:14]1>>[O:1]=[C:2]1[NH:3][c:4]2[c:5]([cH:32][cH:33][cH:34][cH:35]2)[CH2:6][CH2:7][N:8]1[CH:9]1[CH2:10][CH2:11][N:12]([C:15](=[O:16])[O:17][CH:18]([CH2:19][c:20]2[cH:21][c:22]([CH3:28])[c:23]([OH:27])[c:24]([CH3:26])[cH:25]2)[C:29](=[O:31])[N:39]2[CH2:38][CH2:37][N:36]([CH:42]3[CH2:43][CH2:44][N:45]([CH2:48][CH2:49][CH2:50][C:51](=[O:52])[O:53][CH2:54][CH3:55])[CH2:46][CH2:47]3)[CH2:41][CH2:40]2)[CH2:13][CH2:14]1. Reactants: BrC(C(=O)NC(C1=CC=CC=C1)(C)C)C (2-bromo-N-(α,α-dimethylbenzyl)propionamide), N (ammonia). The solvent is C(C)O (ethanol). Conditions: time 7 day. Product: CC(C1=CC=CC=C1)(C)NC([C@@H](N)C)=O (N1 -(α,α-dimethylbenzyl)alanineamide). RXN SMILES: Br[CH:2]([CH3:15])[C:3]([NH:5][C:6]([CH3:14])([CH3:13])[C:7]1[CH:12]=[CH:11][CH:10]=[CH:9][CH:8]=1)=[O:4].[NH3:16]>C(O)C>[CH3:13][C:6]([NH:5][C:3](=[O:4])[C@H:2]([CH3:15])[NH2:16])([CH3:14])[C:7]1[CH:12]=[CH:11][CH:10]=[CH:9][CH:8]=1. Reported procedure: A solution of 2-bromo-N-(α,α-dimethylbenzyl)propionamide (24.0 g; 0.088 mole) in ethanol (500 ml) was cooled to 0°C. The solution was saturated with ammonia (5 hours). Stirring was continued at room temperature for about 7 days. The solvent was removed under vacuum. The oily residue was taken up in benzene. The benzene phase was extracted with 5N HCl. The aqueous phase was washed with ether, made alkaline with 5N NaOH, saturated with NaCl and extracted several times with benzene. The benzene sol... The reactants are [Br-], CC1(C)C(C=C(Cl)c2ccc(OC(F)(F)F)cc2)C1C(=O)O, CCCC[N+](CCCC)(CCCC)CCCC, Cc1ccccc1, CCCCCC, [Cl-], N#C[Na], O=Cc1ccc(F)c(Oc2ccccc2)c1, O. Yields the product CC1(C)C(C=C(Cl)c2ccc(OC(F)(F)F)cc2)C1C(=O)OC(C#N)c1ccc(F)c(Oc2ccccc2)c1. Reaction SMILES: [Br-:44].[CH3:18][C:19]1([CH3:39])[CH:20]([C:36](=[O:37])[OH:38])[CH:21]1[CH:22]=[C:23]([c:24]1[cH:25][cH:26][c:27]([O:30][C:31]([F:32])([F:33])[F:34])[cH:28][cH:29]1)[Cl:35].[CH3:45][CH2:46][CH2:47][CH2:48][N+:49]([CH2:50][CH2:51][CH2:52][CH3:53])([CH2:54][CH2:55][CH2:56][CH3:57])[CH2:58][CH2:59][CH2:60][CH3:61].[CH3:62][c:63]1[cH:64][cH:65][cH:66][cH:67][cH:68]1.[CH3:69][CH2:70][CH2:71][CH2:72][CH2:73][CH3:74].[Cl-:17].[Na:40][C:41]#[N:42].[O:1]([c:2]1[cH:3][cH:4][cH:5][cH:6][cH:7]1)[c:8]1[cH:9][c:10]([CH:11]=[O:12])[cH:13][cH:14][c:15]1[F:16].[OH2:43]>>[O:1]([c:2]1[cH:3][cH:4][cH:5][cH:6][cH:7]1)[c:8]1[cH:9][c:10]([CH:11]([O:12][C:36]([CH:20]2[C:19]([CH3:18])([CH3:39])[CH:21]2[CH:22]=[C:23]([c:24]2[cH:25][cH:26][c:27]([O:30][C:31]([F:32])([F:33])[F:34])[cH:28][cH:29]2)[Cl:35])=[O:37])[C:41]#[N:42])[cH:13][cH:14][c:15]1[F:16]. The reactants are S1C(=NC2=C1C=CC=C2)N2N=C(CC2=O)C (2-(1,3-benzothiazol-2-yl)-5-methyl-2,4-dihydro-3H-pyrazol-3-one), CN(C1=CC=C(C=O)C=C1)C (4-(dimethylamino)benzaldehyde), N1CCCCC1 (piperidine). The solvent is O (water), C(C)O (ethanol). The product is S1C(=NC2=C1C=CC=C2)N2N=C(\C(\C2=O)=C/C2=CC=C(C=C2)N(C)C)C ((4E)-2-(1,3-benzothiazol-2-yl)-4-{[4-(dimethylamino)phenyl]-methylidene}-5-methyl-2,4-dihydro-3H-pyrazol-3-one). RXN SMILES: [S:1]1[C:5]2[CH:6]=[CH:7][CH:8]=[CH:9][C:4]=2[N:3]=[C:2]1[N:10]1[C:14](=[O:15])[CH2:13][C:12]([CH3:16])=[N:11]1.[CH3:17][N:18]([CH3:27])[C:19]1[CH:26]=[CH:25][C:22]([CH:23]=O)=[CH:21][CH:20]=1.N1CCCCC1>C(O)C.O>[S:1]1[C:5]2[CH:6]=[CH:7][CH:8]=[CH:9][C:4]=2[N:3]=[C:2]1[N:10]1[C:14](=[O:15])/[C:13](=[CH:23]/[C:22]2[CH:25]=[CH:26][C:19]([N:18]([CH3:27])[CH3:17])=[CH:20][CH:21]=2)/[C:12]([CH3:16])=[N:11]1. Procedure: 1 g (4.32 mmol) of 2-(1,3-benzothiazol-2-yl)-5-methyl-2,4-dihydro-3H-pyrazol-3-one and 1.93 g (12.96 mmol) of 4-(dimethylamino)benzaldehyde are stirred under reflux with the addition of 3 ml of piperidine in absolute ethanol for 2 hours. The mixture is then diluted with water and the bright red precipitate is filtered off, then washed with water and a small amount of cold methanol and dried under reduced pressure.